From a dataset of the Open Reaction Database (ORD), a public repository of structured organic reaction records. describe an organic reaction: reactants, conditions, products, and yield Reactants: CN1N=CC(=C1C)C=O (1,5-dimethyl-1H-pyrazole-4-carbaldehyde), C(C)(C)(C)S(=O)N (tert-butylsulfinamide), Ti(OEt)4. Solvent: C1CCOC1 (THF), [Cl-].[Na+].O (brine). Product: CN1N=CC(=C1C)\C=N\S(=O)C(C)(C)C ((E)-N-((1,5-dimethyl-1H-pyrazol-4-yl)methylene)-2-methylpropane-2-sulfinamide). Isolated yield 97.0%. Reaction SMILES: [CH3:1][N:2]1[C:6]([CH3:7])=[C:5]([CH:8]=O)[CH:4]=[N:3]1.[C:10]([S:14]([NH2:16])=[O:15])([CH3:13])([CH3:12])[CH3:11]>C1COCC1.[Cl-].[Na+].O>[CH3:1][N:2]1[C:6]([CH3:7])=[C:5](/[CH:8]=[N:16]/[S:14]([C:10]([CH3:13])([CH3:12])[CH3:11])=[O:15])[CH:4]=[N:3]1 |f:3.4.5|. Procedure details: A mixture of 1,5-dimethyl-1H-pyrazole-4-carbaldehyde (Zhumal Obshchei Khimii 1980, 50, 2370-5, 2.0 g, 16.1 mmol), tert-butylsulfinamide (2.05 g, 16.9 mmol), and Ti(OEt)4 (6.76 ml, 32.2 mmol) in THF (32 ml) was heated under reflux for 18 h under nitrogen. After being cooled to rt, the mixture was poured into brine (32 ml) with stirring. The resulting suspension was filtered through a plug of Celite, and the filter cake was washed with EtOAc. The filtrate was transferred to a separation funnel, an...